Dataset: the Open Reaction Database (ORD), a public repository of structured organic reaction records. Task: describe an organic reaction: reactants, conditions, products, and yield The reactants are NC1CC2=CC=C(C=C2CC1)O (2-amino-6-hydroxytetralin), C1(=CC=CC2=CC=CC=C12)OCC1CO1 (1-naphthyloxy-2,3-epoxypropane). The solvent is C(C)O (ethanol). Product: OC=1C=C2CCC(CC2=CC1)NCC(COC1=CC=CC2=CC=CC=C12)O (N-(6-hydroxy-1,2,3,4-tetrahydronaphth-2-yl)-2-hydroxy-3-(1-naphthyloxy)propanamine). Isolated yield 32.8%. Reaction SMILES: [NH2:1][CH:2]1[CH2:11][CH2:10][C:9]2[C:4](=[CH:5][CH:6]=[C:7]([OH:12])[CH:8]=2)[CH2:3]1.[C:13]1([O:23][CH2:24][CH:25]2[O:27][CH2:26]2)[C:22]2[C:17](=[CH:18][CH:19]=[CH:20][CH:21]=2)[CH:16]=[CH:15][CH:14]=1>C(O)C>[OH:12][C:7]1[CH:8]=[C:9]2[C:4](=[CH:5][CH:6]=1)[CH2:3][CH:2]([NH:1][CH2:26][CH:25]([OH:27])[CH2:24][O:23][C:13]1[C:22]3[C:17](=[CH:18][CH:19]=[CH:20][CH:21]=3)[CH:16]=[CH:15][CH:14]=1)[CH2:11][CH2:10]2. Reported procedure: A solution of 2-amino-6-hydroxytetralin (2.6 g) and 1-naphthyloxy-2,3-epoxypropane (3.2 g) in ethanol (80 ml) is refluxed for 5 hours, and then allowed to cool to room temperature. The solvent is evaporated off under reduced pressure and the thus obtained oil is chromatographed on a silica gel column eluting first with ethyl acetate up to complete elution of the first spot, and then with a mixture ethyl acetate/reethanol 9/1 v/v up to complete elution of the product. The fractions are pooled and...